From a dataset of the Open Reaction Database (ORD), a public repository of structured organic reaction records. describe an organic reaction: reactants, conditions, products, and yield Starting materials: C(C1=CC=CC=C1)ONC(=O)C=1N=CN2C1N=NN(C2=O)C (N-(benzyloxy)-3-methyl-4-oxo-3,4-dihydroimidazo[5,1-d][1,2,3,5]tetrazine-8-carboxamide). The reagents and catalysts are [Pd] (Pd/C). The solvent is C(C)(=O)OCC.CN(C)C=O (ethyl acetate DMF). Yields the product ONC(=O)C=1N=CN2C1N=NN(C2=O)C (N-Hydroxy-3-methyl-4-oxo-3,4-dihydroimidazo[5,1-d][1,2,3,5]tetrazine-8-carboxamide). Yield: 24.9%. RXN SMILES: C([O:8][NH:9][C:10]([C:12]1[N:13]=[CH:14][N:15]2[C:20](=[O:21])[N:19]([CH3:22])[N:18]=[N:17][C:16]=12)=[O:11])C1C=CC=CC=1>C(OCC)(=O)C.CN(C=O)C.[Pd]>[OH:8][NH:9][C:10]([C:12]1[N:13]=[CH:14][N:15]2[C:20](=[O:21])[N:19]([CH3:22])[N:18]=[N:17][C:16]=12)=[O:11] |f:1.2|. Procedure: A solution of N-(benzyloxy)-3-methyl-4-oxo-3,4-dihydroimidazo[5,1-d][1,2,3,5]tetrazine-8-carboxamide (200 mg, 0.67 mmol) and 10% Pd/C (20 mg) in ethyl acetate:DMF (5:1) (36 mL) was put under an atmosphere of hydrogen for 3 days. The mixture was filtered through a pad of Celite™ and the filtrate was concentrated under vacuum. The residue was suspended in ethyl acetate and the precipitate was filtered and washed successively with water, ethyl acetate and diethyl ether to give the pure title compou... Starting materials: IC1=NNC=2CC(CCC12)(C)C (3-iodo-6,6-dimethyl-4,5,6,7-tetrahydro-1H-indazole), CC(C)(C)[O-].[K+] (KOt-Bu), IC (iodomethane). Solvent: C1CCOC1 (THF). Run at temperature 0 celsius, time 30 minute. Yields the product IC1=NN(C=2CC(CCC12)(C)C)C (3-iodo-1,6,6-trimethyl-4,5,6,7-tetrahydro-1H-indazole). Isolated yield 54.1%. As a reaction SMILES: [I:1][C:2]1[C:10]2[CH2:9][CH2:8][C:7]([CH3:12])([CH3:11])[CH2:6][C:5]=2[NH:4][N:3]=1.[CH3:13]C([O-])(C)C.[K+].IC>C1COCC1>[I:1][C:2]1[C:10]2[CH2:9][CH2:8][C:7]([CH3:12])([CH3:11])[CH2:6][C:5]=2[N:4]([CH3:13])[N:3]=1 |f:1.2|. Reported procedure: To a solution of 3-iodo-6,6-dimethyl-4,5,6,7-tetrahydro-1H-indazole (919 mg, 3.33 mmol) in THF (8 mL) at 0° C. was added KOt-Bu (523 mg, 4.66 mmol). The reaction mixture was stirred at 0° C. for 30 min then iodomethane (0.29 mL, 4.66 mmol) was added. The reaction mixture was stirred at 0° C. for 30 min then warmed to room temperature and stirred for 1.5 h. The reaction was quenched with water and extracted with EtOAc (2×). The combined organics were dried over MgSO4 and concentrated. The residue... Reactants: Anilines, [N+](=O)([O-])C1=CC=C(C=CC=2C=NC=CC2)C=C1 (3-(4-nitrostyryl)pyridine), [N+](=O)([O-])C1=CC=C(CP(OCC)(OCC)=O)C=C1 (diethyl (4-nitrobenzyl)phosphonate), N1=CC(=CC=C1)C=O (pyridin-3-carboxaldehyde). The product is N1=CC(=CC=C1)CCC1=CC=C(C=C1)N (4-[2-(pyridin-3-yl)ethyl]benzenamine). RXN SMILES: [N+](C1C=CC(CP(=O)(OCC)OCC)=CC=1)([O-])=O.N1C=CC=C(C=O)C=1.[N+:27]([C:30]1[CH:43]=[CH:42][C:33]([CH:34]=[CH:35][C:36]2[CH:37]=[N:38][CH:39]=[CH:40][CH:41]=2)=[CH:32][CH:31]=1)([O-])=O>>[N:38]1[CH:39]=[CH:40][CH:41]=[C:36]([CH2:35][CH2:34][C:33]2[CH:32]=[CH:31][C:30]([NH2:27])=[CH:43][CH:42]=2)[CH:37]=1. Procedure details: Anilines with other sidechains will be readily prepared by a person having ordinary skill in the art having regard to that skill and this disclosure, and will be usable in the syntheses of Reaction Scheme 4. For example, diethyl (4-nitrobenzyl)phosphonate was reacted in a Wittig reaction with pyridin-3-carboxaldehyde and the resulting 3-(4-nitrostyryl)pyridine hydrogenated to give 4-[2-(pyridin-3-yl)ethyl]benzenamine, used to synthesize compound 99A, and the anilines used to synthesize compounds... RXN SMILES: [CH2:1]([CH2:2][CH2:3][CH2:4][CH2:5][CH2:6][CH2:7][CH2:8][CH2:9][CH2:10][CH2:11][CH2:12][CH2:13][CH2:14][CH3:15])[CH:16]1[CH2:17][C:18](=[O:22])[CH2:19][CH2:20][CH2:21]1.[Cl:38][CH2:39][Cl:40].[ClH:23].[NH2:24][c:25]1[cH:26][cH:27][cH:28][cH:29][cH:30]1.[NH2:31][c:32]1[cH:33][cH:34][cH:35][cH:36][cH:37]1>>[CH2:1]([CH2:2][CH2:3][CH2:4][CH2:5][CH2:6][CH2:7][CH2:8][CH2:9][CH2:10][CH2:11][CH2:12][CH2:13][CH2:14][CH3:15])[CH:16]1[CH2:17][C:18]([c:28]2[cH:27][cH:26][c:25]([NH2:24])[cH:30][cH:29]2)([c:35]2[cH:34][cH:33][c:32]([NH2:31])[cH:37][cH:36]2)[CH2:19][CH2:20][CH2:21]1. Reactants: CCCCCCCCCCCCCCCC1CCCC(=O)C1, ClCCl, Cl, Nc1ccccc1, Nc1ccccc1. The product is CCCCCCCCCCCCCCCC1CCCC(c2ccc(N)cc2)(c2ccc(N)cc2)C1.